Dataset: the Open Reaction Database (ORD), a public repository of structured organic reaction records. Task: describe an organic reaction: reactants, conditions, products, and yield Reactants: O=C(n1ccnc1)n1ccnc1, CCOC(=O)CC(=O)[O-], Cl, O=C(O)c1cccc(F)n1, [Mg+], C1CCOC1. The product is CCOC(=O)CC(=O)c1cccc(F)n1. Reaction SMILES: [C:11]([n:12]1[cH:13][cH:14][n:15][cH:16]1)([n:17]1[cH:18][cH:19][n:20][cH:21]1)=[O:22].[C:24]([CH2:25][C:26]([O-:27])=[O:28])(=[O:29])[O:30][CH2:31][CH3:32].[ClH:33].[F:1][c:2]1[cH:3][cH:4][cH:5][c:6]([C:8](=[O:9])[OH:10])[n:7]1.[Mg+:23].[O:34]1[CH2:35][CH2:36][CH2:37][CH2:38]1>>[F:1][c:2]1[cH:3][cH:4][cH:5][c:6]([C:8](=[O:10])[CH2:25][C:24](=[O:29])[O:30][CH2:31][CH3:32])[n:7]1. Reactants: P(=O)(O)(O)C(CC(=O)O)C(=O)O (1-Phosphono-1,2-ethane-dicarboxylic acid), maleic ester (diethyl maleate), P(OCC)(OCC)[O-] (diethyl phosphite), sodium alcoholate, ester. Yields the product P(=O)(O)(O)C(C)(CC(=O)O)C(=O)O (2-Phosphono-2,3-propane dicarboxylic acid). Reaction SMILES: [P:1]([CH:5]([C:10]([OH:12])=[O:11])[CH2:6][C:7]([OH:9])=[O:8])([OH:4])([OH:3])=[O:2].P([O-])(OCC)O[CH2:15]C>>[P:1]([C:5]([C:10]([OH:12])=[O:11])([CH2:6][C:7]([OH:9])=[O:8])[CH3:15])([OH:4])([OH:3])=[O:2]. Procedure details: 1-Phosphono-1,2-ethane-dicarboxylic acid can be prepared by reaction of maleic ester (diethyl maleate) with diethyl phosphite in the presence of sodium alcoholate followed by acid saponification of the ester. 2-Phosphono-2,3-propane dicarboxylic acid can be obtained in the same manner with addition of the step of reacting the mixture with methyl chloride before the saponification step. Starting materials: COC1=C(C=O)C=CC(=C1)OC (2,4-dimethoxybenzaldehyde), Cl (HCl), C(C)(=O)C=1OC=CC1 (2-acetylfuran), [OH-].[K+] (potassium hydroxide). The solvent is CO (methanol), O (water), CO (methanol). Conditions: temperature 55 celsius, time 8 hour. Yields the product O1C(=CC=C1)C(CC(CC(=O)C=1OC=CC1)C1=C(C=C(C=C1)OC)OC)=O (1,5-Di(2-furyl)-3-(2,4-dimethoxyphenyl)-1,5-pentanedione). Reaction SMILES: [CH3:1][O:2][C:3]1[CH:10]=[C:9]([O:11][CH3:12])[CH:8]=[CH:7][C:4]=1[CH:5]=O.[C:13]([C:16]1[O:17][CH:18]=[CH:19][CH:20]=1)(=[O:15])[CH3:14].[OH-:21].[K+].Cl>CO.O>[O:17]1[CH:18]=[CH:19][CH:20]=[C:16]1[C:13](=[O:15])[CH2:14][CH:5]([C:4]1[CH:7]=[CH:8][C:9]([O:11][CH3:12])=[CH:10][C:3]=1[O:2][CH3:1])[CH2:14][C:13]([C:16]1[O:17][CH:18]=[CH:19][CH:20]=1)=[O:21] |f:2.3|. Procedure details: Following the general methods outlined by Weller and Luellen (see above), to a solution of 16.6 g (0.1 mole) of 2,4-dimethoxybenzaldehyde 1 and 20 ml (0.2 mole) of 2-acetylfuran 2 in 100 ml of methanol was added 5.5 g of potassium hydroxide previously dissolved in a small amount of methanol. The resulting mixture was heated to reflux and then stirred overnight at 55° C. The solution was then poured into water acidified with 1N HCl and extracted with CH2Cl2. The CH2Cl2 extracts were dried (Na2SO4... Reactants: CC(C)O, Fc1ccccc1-c1nc(Cl)c2ccsc2n1, Cl, Nc1ccncc1, C1COCCO1. Yields the product Fc1ccccc1-c1nc(Nc2ccncc2)c2ccsc2n1. Reaction SMILES: [CH:32]([OH:33])([CH3:34])[CH3:35].[Cl:1][c:2]1[c:3]2[c:4]([n:5][c:6](-[c:8]3[c:9]([F:14])[cH:10][cH:11][cH:12][cH:13]3)[n:7]1)[s:15][cH:16][cH:17]2.[ClH:25].[NH2:18][c:19]1[cH:20][cH:21][n:22][cH:23][cH:24]1.[O:26]1[CH2:27][CH2:28][O:29][CH2:30][CH2:31]1>>[c:2]1([NH:18][c:19]2[cH:20][cH:21][n:22][cH:23][cH:24]2)[c:3]2[c:4]([n:5][c:6](-[c:8]3[c:9]([F:14])[cH:10][cH:11][cH:12][cH:13]3)[n:7]1)[s:15][cH:16][cH:17]2. Reactants: O.NN (hydrazine monohydrate), C(\C=C\C)#N (crotononitrile), C1CCOC1 (THF), C(C)(C)(C)O[Na] (t-BuONa), O(C1=CC=CC=C1)C=1C=C(C=O)C=CC1 (3-phenoxybenzaldehyde). Run in O (water). Run at temperature 40 celsius, time 2 hour. Yields the product CC1=NN(C(=C1)N)CC1=CC(=CC=C1)OC1=CC=CC=C1 (3-Methyl-1-(3-phenoxybenzyl)-1H-pyrazol-5-amine). The yield is 20.0%. Reaction SMILES: [OH2:1].[NH2:2][NH2:3].[C:4](#[N:8])/[CH:5]=[CH:6]/[CH3:7].O([C:16]1[CH:17]=[C:18]([CH:21]=[CH:22][CH:23]=1)[CH:19]=O)C1C=CC=CC=1.[C:24](O[Na])([CH3:27])([CH3:26])C.[CH2:30]1[CH2:34]OC[CH2:31]1>O>[CH3:7][C:6]1[CH:5]=[C:4]([NH2:8])[N:3]([CH2:19][C:18]2[CH:17]=[CH:16][CH:23]=[C:22]([O:1][C:26]3[CH:24]=[CH:27][CH:34]=[CH:30][CH:31]=3)[CH:21]=2)[N:2]=1 |f:0.1|. Procedure: (see, e.g., Misra, R. N., et al., Bioorg Med Chem Lett 2003, 13, 1133-6). To a solution of hydrazine monohydrate (hydrazine 78-82%) (0.80 ml, 16.5 mmol) in THF (3 mL), crotononitrile (mixture of cis and trans) (1.1 ml, 13.5 mmol) was added dropwise. The mixture was stirred at 40° C. for 2 h. The mixture was allowed to cool to room temperature and 3-phenoxybenzaldehyde (2.14 ml, 12 mmol) was added dropwise. The mixture was stirred at 40° C. for 2 h. The mixture was concentrated under reduced pres... Reactants: C1=CCCC1 (cyclopentene), OC1CCCC2=CC=CC=C12 (1-hydroxytetraline), C1(=CC=C(C=C1)S(=O)(=O)O)C (p-toluene sulphonic acid). The product is OC1C(CCC2=CC=CC=C12)C1CCCC1 (1-hydroxy-2-cyclopentyltetraline). Reaction SMILES: [CH:1]1[CH2:5][CH2:4][CH2:3][CH:2]=1.[OH:6][CH:7]1[C:16]2[C:11](=[CH:12][CH:13]=[CH:14][CH:15]=2)[CH2:10][CH2:9][CH2:8]1.C1(C)C=CC(S(O)(=O)=O)=CC=1>>[OH:6][CH:7]1[C:16]2[C:11](=[CH:12][CH:13]=[CH:14][CH:15]=2)[CH2:10][CH2:9][CH:8]1[CH:1]1[CH2:5][CH2:4][CH2:3][CH2:2]1. Procedure: 40 g of cyclopentene are added dropwise at 120° C to 148 g of 1-hydroxytetraline and 10 g of p-toluene sulphonic acid. The catalyst is removed by washing with sodium hydrogen carbonate solution. The reaction mixture is fractionated. At 161° C (2 mm Hg) 58 g of 1-hydroxy-2-cyclopentyltetraline are obtained. The reactants are solution, ClC(C(=O)O)Cl (dichloroacetic acid), [H-].[Na+] (NaH), C1COCCOCCOCCOCCOCCO1 (18-crown-6 ether), C1(CCCCC1)C(C1=C(C=C(C=C1)N1C=CC=C1)O)(O)C1CCCCC1 (2-(Dicyclohexyl-hydroxy-methyl)-5-pyrrol-1-yl-phenol). Run in O1CCOCC1 (dioxane), O1CCOCC1 (dioxane), O1CCOCC1 (dioxane). Reaction conditions: temperature 60 celsius, time 6 hour. Product: C1(CCCCC1)C1(OC(OC2=C1C=CC(=C2)N2C=CC=C2)C(=O)O)C2CCCCC2 (4,4-Dicyclohexyl-7-pyrrol-1-yl-4H-benzo[1,3]dioxine-2-carboxylic acid). RXN SMILES: [H-].[Na+].C1OCCOCCOCCOCCOCCOC1.Cl[CH:22](Cl)[C:23]([OH:25])=[O:24].[CH:27]1([C:33]([CH:47]2[CH2:52][CH2:51][CH2:50][CH2:49][CH2:48]2)([OH:46])[C:34]2[CH:39]=[CH:38][C:37]([N:40]3[CH:44]=[CH:43][CH:42]=[CH:41]3)=[CH:36][C:35]=2[OH:45])[CH2:32][CH2:31][CH2:30][CH2:29][CH2:28]1>O1CCOCC1>[CH:47]1([C:33]2([CH:27]3[CH2:28][CH2:29][CH2:30][CH2:31][CH2:32]3)[C:34]3[CH:39]=[CH:38][C:37]([N:40]4[CH:44]=[CH:43][CH:42]=[CH:41]4)=[CH:36][C:35]=3[O:45][CH:22]([C:23]([OH:25])=[O:24])[O:46]2)[CH2:52][CH2:51][CH2:50][CH2:49][CH2:48]1 |f:0.1|. Procedure: To a suspension of 228 mg of NaH (60% dispersion in mineral oil) and 18 mg of 18-crown-6 ether in 8 ml of anhydrous dioxane, a solution of 2.3 ml of a solution of dichloroacetic acid (1 M) in anhydrous dioxane was slowly added at room temperature. The reaction mixture was heated to 60° C. and a solution of 504 mg of 2-(Dicyclohexyl-hydroxy-methyl)-5-pyrrol-1-yl-phenol in 6 mL anhydrous dioxane was added and stirred at 95° C. for 6 h. After cooling to 0° C., the reaction mixture was quenched with... Reactants: C(OC(CCl)COC(C)(C)C)(OCCCl)=O (3-tert-butoxy-1-chloro-2-propyl 2-chloroethyl carbonate), C(C)(C)(C)OCC(CCl)O (3-tert-butoxy-1-chloro-2-propanol), ClC(=O)OCCCl (2-chloroethyl chloroformate). Reagents/catalysts: [Br-].C(CCC)[P+](CCCC)(CCCC)CCCC (tetrabutylphosphonium bromide). Solvent: C(CCl)Cl (ethylene dichloride). The product is C(C1CO1)OC(C)(C)C (tert-butyl glycidyl ether). RXN SMILES: C(=O)(OCCCl)[O:2][CH:3]([CH2:6][O:7][C:8]([CH3:11])([CH3:10])[CH3:9])[CH2:4]Cl.C(OCC(O)CCl)(C)(C)C.ClC(OCCCl)=O>[Br-].C([P+](CCCC)(CCCC)CCCC)CCC.C(Cl)CCl>[CH2:6]([O:7][C:8]([CH3:9])([CH3:10])[CH3:11])[CH:3]1[O:2][CH2:4]1 |f:3.4|. Reported procedure: Following the procedure of Example 14, 3-tert-butoxy-1-chloro-2-propyl 2-chloroethyl carbonate (from the reaction of 3-tert-butoxy-1-chloro-2-propanol with 2-chloroethyl chloroformate) is heated in the presence of tetrabutylphosphonium bromide to produce tert-butyl glycidyl ether and ethylene dichloride as the principal reaction products.